This data is from the Open Reaction Database (ORD), a public repository of structured organic reaction records. The task is: describe an organic reaction: reactants, conditions, products, and yield Reactants: BrC=1C=C(C=CC1)C1(COCC(=N1)OC)C ((RS)-3-(3-bromo-phenyl)-5-methoxy-3-methyl-3,6-dihydro-2H[1,4]oxazine), ClC=1C=C(C=C(C1)Cl)B1OC(C(O1)(C)C)(C)C (2-(3,5-dichloro-phenyl)-4,4,5,5-tetramethyl-[1,3,2]dioxaborolane), C([O-])([O-])=O.[Na+].[Na+] (sodium carbonate), C1(=CC=CC=C1)P(C1=CC=CC=C1)C1=CC=CC=C1 (triphenylphosphine). The reagents and catalysts are C(C)(=O)[O-].[Pd+2].C(C)(=O)[O-] (palladium(II)acetate). Run in COCCOC (1,2-dimethoxyethane). Reaction conditions: temperature 105 celsius. Product: ClC=1C=C(C=C(C1)Cl)C1=CC(=CC=C1)C1(COCC(=N1)OC)C ((RS)-3-(3′,5′-dichloro-biphenyl-3-yl)-5-methoxy-3-methyl-3,6-dihydro-2H-[1,4]oxazine). As a reaction SMILES: Br[C:2]1[CH:3]=[C:4]([C:8]2([CH3:16])[N:13]=[C:12]([O:14][CH3:15])[CH2:11][O:10][CH2:9]2)[CH:5]=[CH:6][CH:7]=1.[Cl:17][C:18]1[CH:19]=[C:20](B2OC(C)(C)C(C)(C)O2)[CH:21]=[C:22]([Cl:24])[CH:23]=1.C(=O)([O-])[O-].[Na+].[Na+].C1(P(C2C=CC=CC=2)C2C=CC=CC=2)C=CC=CC=1>COCCOC.C([O-])(=O)C.[Pd+2].C([O-])(=O)C>[Cl:17][C:18]1[CH:19]=[C:20]([C:2]2[CH:7]=[CH:6][CH:5]=[C:4]([C:8]3([CH3:16])[N:13]=[C:12]([O:14][CH3:15])[CH2:11][O:10][CH2:9]3)[CH:3]=2)[CH:21]=[C:22]([Cl:24])[CH:23]=1 |f:2.3.4,7.8.9|. Procedure details: A degassed solution of (RS)-3-(3-bromo-phenyl)-5-methoxy-3-methyl-3,6-dihydro-2H[1,4]oxazine (intermediate XI-1) (200 mg, 0.7 mmol) in 1,2-dimethoxyethane (3 ml) and 2-(3,5-dichloro-phenyl)-4,4,5,5-tetramethyl-[1,3,2]dioxaborolane (288 mg, 1.1 mmol) was treated consecutively with a solution of sodium carbonate (2M, 0.6 ml), triphenylphosphine (38 mg, 0.1 mmol), and palladium(II)acetate (16 mg, 0.1 mmol). The mixture was heated overnight in a sealed tube at 105° C. For the workup, the reaction mi... The reactants are ClC1=NC(=C2N=C(N(C2=N1)CC)CN1CCC(CC1)N1C(CCC1)=O)N1CCOCC1 (1-[1-(2-chloro-9-ethyl-6-morpholin-4-yl-9H-purin-8-ylmethyl)-piperidin-4-yl]-pyrrolidin-2-one), [Si](C)(C)(C(C)(C)C)N1C=CC2=C(C(=CC=C12)F)B(O)O ([1-(tert-butyldimethylsilanyl)-5-fluoro-1H-indol-4-yl]boronic acid), C([O-])([O-])=O.[Cs+].[Cs+] (cesium carbonate). Reagents/catalysts: C=1C=CC(=CC1)[P](C=2C=CC=CC2)(C=3C=CC=CC3)[Pd]([P](C=4C=CC=CC4)(C=5C=CC=CC5)C=6C=CC=CC6)([P](C=7C=CC=CC7)(C=8C=CC=CC8)C=9C=CC=CC9)[P](C=1C=CC=CC1)(C=1C=CC=CC1)C=1C=CC=CC1 (Pd(PPh3)4). Solvent: O1CCOCC1.O (dioxane water). Conditions: temperature 140 celsius. The product is C(C)N1C2=NC(=NC(=C2N=C1CN1CCC(CC1)N1C(CCC1)=O)N1CCOCC1)N1C=CC2=CC(=CC=C12)F (1-(1-((9-ethyl-2-(5-fluoro-1H-indol-1-yl)-6-morpholino-9H-purin-8-yl)methyl)piperidin-4-yl)pyrrolidin-2-one). Isolated yield 9.1%. Reaction SMILES: Cl[C:2]1[N:10]=[C:9]2[C:5]([N:6]=[C:7]([CH2:13][N:14]3[CH2:19][CH2:18][CH:17]([N:20]4[CH2:24][CH2:23][CH2:22][C:21]4=[O:25])[CH2:16][CH2:15]3)[N:8]2[CH2:11][CH3:12])=[C:4]([N:26]2[CH2:31][CH2:30][O:29][CH2:28][CH2:27]2)[N:3]=1.[Si]([N:39]1[C:47]2[C:42](=[C:43](B(O)O)[C:44]([F:48])=[CH:45][CH:46]=2)[CH:41]=[CH:40]1)(C(C)(C)C)(C)C.C(=O)([O-])[O-].[Cs+].[Cs+]>O1CCOCC1.O.C1C=CC([P]([Pd]([P](C2C=CC=CC=2)(C2C=CC=CC=2)C2C=CC=CC=2)([P](C2C=CC=CC=2)(C2C=CC=CC=2)C2C=CC=CC=2)[P](C2C=CC=CC=2)(C2C=CC=CC=2)C2C=CC=CC=2)(C2C=CC=CC=2)C2C=CC=CC=2)=CC=1>[CH2:11]([N:8]1[C:7]([CH2:13][N:14]2[CH2:19][CH2:18][CH:17]([N:20]3[CH2:24][CH2:23][CH2:22][C:21]3=[O:25])[CH2:16][CH2:15]2)=[N:6][C:5]2[C:9]1=[N:10][C:2]([N:39]1[C:47]3[C:42](=[CH:43][C:44]([F:48])=[CH:45][CH:46]=3)[CH:41]=[CH:40]1)=[N:3][C:4]=2[N:26]1[CH2:27][CH2:28][O:29][CH2:30][CH2:31]1)[CH3:12] |f:2.3.4,5.6,^1:68,70,89,108|. Reported procedure: A mixture of 1-[1-(2-chloro-9-ethyl-6-morpholin-4-yl-9H-purin-8-ylmethyl)-piperidin-4-yl]-pyrrolidin-2-one (115 mg, 0.26 mmol), [1-(tert-butyldimethylsilanyl)-5-fluoro-1H-indol-4-yl]boronic acid (105 mg, 0.36 mmol), Pd(PPh3)4 (30 mg, 10 mol %) and cesium carbonate (167 mg, 0.51 mmol) in dioxane/water (5:2 mL) was purged with nitrogen gas then heated at 140° C., for 30 min, in a microwave reactor. The reaction mixture was loaded onto an Isolute® SCX-2 cartridge, washed with MeOH then eluted with ... Product: BrCC1=CC=C(C(=O)C2=CC=CC=C2)C=C1 (4-Bromomethyl benzophenone), C(C=C)OCC1=CC=C(C(=O)C2=CC=CC=C2)C=C1 (4-(Allyloxymethyl)benzophenone). Run in C1CCOC1 (THF). The reactants are OCC1=CC=C(C(=O)C2=CC=CC=C2)C=C1 (4-Hydroxylmethyl benzophenone), [H-].[Na+] (sodium hydride), BrCC1=CC=C(C(=O)C2=CC=CC=C2)C=C1 (4-Bromomethyl benzophenone), OCC1=CC=C(C(=O)C2=CC=CC=C2)C=C1 (4-Hydroxylmethyl benzophenone), C(C=C)Br (allyl bromide). Reaction conditions: time 5 minute. RXN SMILES: [Br:1][CH2:2][C:3]1[CH:16]=[CH:15][C:6]([C:7]([C:9]2[CH:14]=[CH:13][CH:12]=[CH:11][CH:10]=2)=[O:8])=[CH:5][CH:4]=1.[OH:17][CH2:18][C:19]1[CH:32]=[CH:31][C:22]([C:23]([C:25]2[CH:30]=[CH:29][CH:28]=[CH:27][CH:26]=2)=[O:24])=[CH:21][CH:20]=1.[H-].[Na+].[CH2:35](Br)[CH:36]=[CH2:37]>C1COCC1>[Br:1][CH2:2][C:3]1[CH:16]=[CH:15][C:6]([C:7]([C:9]2[CH:14]=[CH:13][CH:12]=[CH:11][CH:10]=2)=[O:8])=[CH:5][CH:4]=1.[CH2:37]([O:17][CH2:18][C:19]1[CH:32]=[CH:31][C:22]([C:23]([C:25]2[CH:30]=[CH:29][CH:28]=[CH:27][CH:26]=2)=[O:24])=[CH:21][CH:20]=1)[CH:36]=[CH2:35] |f:2.3|. The yield is 92.0%. Procedure details: 4-Bromomethyl benzophenone (2) was prepared as described in Reference Example 1. 4-Bromomethyl benzophenone (2) was converted into 4-Hydroxylmethyl benzophenone (3) as described in Reference Example 2. To a solution of 3 (0.5 g, 3.4 mmol) in dry THF (10 ml) was added sodium hydride (0.3 g, 60% dispersion in mineral oil, 6.7 mmol). The mixture was stirred for 5 min, then allyl bromide (0.8 g, 6.7 mmol) was added. The mixture as stirred for 18 h. the quenched with water and concentrated in vacuo. ... The reactants are C1CCOC1, COC(=O)c1cc(C(C)C)c(OC)cc1OC, CCOC(C)=O, Cl, [Na+], [OH-], O. Yields the product COc1cc(OC)c(C(C)C)cc1C(=O)O. As a reaction SMILES: [CH2:21]1[O:22][CH2:23][CH2:24][CH2:25]1.[CH3:1][O:2][C:3]([c:4]1[c:5]([O:15][CH3:16])[cH:6][c:7]([O:13][CH3:14])[c:8]([CH:10]([CH3:11])[CH3:12])[cH:9]1)=[O:17].[CH3:27][CH2:28][O:29][C:30]([CH3:31])=[O:32].[ClH:20].[Na+:19].[OH-:18].[OH2:26]>>[O:2]=[C:3]([c:4]1[c:5]([O:15][CH3:16])[cH:6][c:7]([O:13][CH3:14])[c:8]([CH:10]([CH3:11])[CH3:12])[cH:9]1)[OH:17]. The reactants are ice, ClC1=C(C(=CC2=CC=CC=C12)C)[C@@H](COC(C1=CC=CC=C1)(C1=CC=CC=C1)C1=CC=CC=C1)OC(CO)(C)C ((S)-2-(1-(1-chloro-3-methylnaphthalen-2-yl)-2-(trityloxy)ethoxy)-2-methylpropan-1-ol), C(=O)(O)[O-].[Na+] (NaHCO3), CC(=O)OC(=O)C (Ac2O), N1=CC=CC=C1 (pyridine). The reagents and catalysts are CN(C)C1=CC=NC=C1 (4-(N,N-dimethylamino)-pyridine). The solvent is O (H2O), CCOC(=O)C (EtOAc). Reaction conditions: time 1.5 hour. The product is C(C)(=O)OCC(C)(C)O[C@H](COC(C1=CC=CC=C1)(C1=CC=CC=C1)C1=CC=CC=C1)C1=C(C2=CC=CC=C2C=C1C)Cl ((S)-2-(1-(1-chloro-3-methylnaphthalen-2-yl)-2-(trityloxy)ethoxy)-2-methylpropyl acetate). As a reaction SMILES: [Cl:1][C:2]1[C:11]2[C:6](=[CH:7][CH:8]=[CH:9][CH:10]=2)[CH:5]=[C:4]([CH3:12])[C:3]=1[C@H:13]([O:35][C:36]([CH3:40])([CH3:39])[CH2:37][OH:38])[CH2:14][O:15][C:16]([C:29]1[CH:34]=[CH:33][CH:32]=[CH:31][CH:30]=1)([C:23]1[CH:28]=[CH:27][CH:26]=[CH:25][CH:24]=1)[C:17]1[CH:22]=[CH:21][CH:20]=[CH:19][CH:18]=1.[CH3:41][C:42](OC(C)=O)=[O:43].N1C=CC=CC=1.C([O-])(O)=O.[Na+]>CN(C1C=CN=CC=1)C.CCOC(C)=O.O>[C:42]([O:38][CH2:37][C:36]([O:35][C@@H:13]([C:3]1[C:4]([CH3:12])=[CH:5][C:6]2[C:11](=[CH:10][CH:9]=[CH:8][CH:7]=2)[C:2]=1[Cl:1])[CH2:14][O:15][C:16]([C:17]1[CH:22]=[CH:21][CH:20]=[CH:19][CH:18]=1)([C:23]1[CH:24]=[CH:25][CH:26]=[CH:27][CH:28]=1)[C:29]1[CH:30]=[CH:31][CH:32]=[CH:33][CH:34]=1)([CH3:40])[CH3:39])(=[O:43])[CH3:41] |f:3.4|. Reported procedure: At 23° C., a flask containing (S)-2-(1-(1-chloro-3-methylnaphthalen-2-yl)-2-(trityloxy)ethoxy)-2-methylpropan-1-ol (1.31 g, 2.21 mmol) was charged with Ac2O (5.00 mL) immediately followed by pyridine (5.00 mL). 4-(N,N-dimethylamino)-pyridine (20 mg, 0.164 mmol) was added. After 1.5 h, the reaction was poured onto 50 mL of crushed ice and H2O. A white precipitate developed. EtOAc (50 mL) was added after several hours had passed. Solid NaHCO3 was added portionwise (bubbling) until the aq. layer ha... Reaction SMILES: C([SiH2][O:6][C:7](C)(C)[C:8]1[N:13]=[CH:12][C:11]([NH:14][C:15]2[N:20]=[C:19]([C:21]3[N:26]=[C:25]([C:27]#[N:28])[C:24]([N:29]4[CH2:33][CH2:32][C@H:31]([F:34])[CH2:30]4)=[CH:23][CH:22]=3)[CH:18]=[CH:17][N:16]=2)=[CH:10][CH:9]=1)(C)(C)C>Cl.CC#N>[F:34][C@H:31]1[CH2:32][CH2:33][N:29]([C:24]2[C:25]([C:27]#[N:28])=[N:26][C:21]([C:19]3[CH:18]=[CH:17][N:16]=[C:15]([NH:14][C:11]4[CH:12]=[N:13][C:8]([CH2:7][OH:6])=[CH:9][CH:10]=4)[N:20]=3)=[CH:22][CH:23]=2)[CH2:30]1 |f:1.2|. Yield: 77.7%. The solvent is Cl.CC#N (HCl MeCN). The reactants are C(C)(C)(C)[SiH2]OC(C1=CC=C(C=N1)NC1=NC=CC(=N1)C1=CC=C(C(=N1)C#N)N1C[C@H](CC1)F)(C)C (6-{2-[6-(tert-Butyl-dimethyl-silanyloxymethyl)-pyridin-3-ylamino]-pyrimidin-4-yl}-3-((S)-3-fluoro-pyrrolidin-1-yl)-pyridine-2-carbonitrile). Product: F[C@@H]1CN(CC1)C=1C(=NC(=CC1)C1=NC(=NC=C1)NC=1C=NC(=CC1)CO)C#N (3-((S)-3-Fluoro-pyrrolidin-1-yl)-6-[2-(6-hydroxymethyl-pyridin-3-ylamino)-pyrimidin-4-yl]-pyridine-2-carbonitrile). Conditions: time 5 hour. Procedure: Compound 80 (252 mg, 0.5 mmol) was dissolved in 1:1 2 M HCl-MeCN and the reaction mixture stirred at rt for 5 hours. The solvent was removed in vacuo and the residue triturated with 9:1 EtOAc-MeOH to afford the title compound (152 mg, 79%) as a dark yellow solid; LCMS, Rt=2.40 min (MeOH-FA method), m/z 392 (MH+). Reactants: CC(C)N1N=CC2=C1N=C(C=C2C(=O)O)C2=CC=C(C=C2)OC (1-(1-methylethyl)-6-[4-(methyloxy)phenyl]-1H-pyrazolo[3,4-b]pyridine-4-carboxylic acid), ON1N=NC2=C1N=CC=C2 (1-hydroxy-7-azabenzotriazole), C(CCl)Cl (EDC), NCC=1C(NC(=CC1C)C)=O (3-(aminomethyl)-4,6-dimethyl-2(1H)-pyridinone), CN1CCOCC1 (N-methylmorpholine). The solvent is CS(=O)C (DMSO). Product: CC1=C(C(NC(=C1)C)=O)CNC(=O)C=1C2=C(N=C(C1)C1=CC=C(C=C1)OC)N(N=C2)C(C)C (N-[(4,6-Dimethyl-2-oxo-1,2-dihydro-3-pyridinyl)methyl]-1-(1-methylethyl)-6-[4-(methyloxy)phenyl]-1H-pyrazolo[3,4-b]pyridine-4-carboxamide). Reaction SMILES: [CH3:1][CH:2]([N:4]1[C:8]2[N:9]=[C:10]([C:16]3[CH:21]=[CH:20][C:19]([O:22][CH3:23])=[CH:18][CH:17]=3)[CH:11]=[C:12]([C:13]([OH:15])=O)[C:7]=2[CH:6]=[N:5]1)[CH3:3].[NH2:24][CH2:25][C:26]1[C:27](=[O:34])[NH:28][C:29]([CH3:33])=[CH:30][C:31]=1[CH3:32].CN1CCOCC1.ON1C2N=CC=CC=2N=N1.C(Cl)CCl>CS(C)=O>[CH3:32][C:31]1[CH:30]=[C:29]([CH3:33])[NH:28][C:27](=[O:34])[C:26]=1[CH2:25][NH:24][C:13]([C:12]1[C:7]2[CH:6]=[N:5][N:4]([CH:2]([CH3:1])[CH3:3])[C:8]=2[N:9]=[C:10]([C:16]2[CH:21]=[CH:20][C:19]([O:22][CH3:23])=[CH:18][CH:17]=2)[CH:11]=1)=[O:15]. Reported procedure: The title compound was prepared in the same manner as described in example 109 using 1-(1-methylethyl)-6-[4-(methyloxy)phenyl]-1H-pyrazolo[3,4-b]pyridine-4-carboxylic acid (70 mg, 0.225 mmol), DMSO (3 mL), 3-(aminomethyl)-4,6-dimethyl-2(1H)-pyridinone (63.6 mg, 0.337 mmol) HCl salt, N-methylmorpholine (0.099 mL, 0.899 mmol), 1-hydroxy-7-azabenzotriazole (61.2 mg, 0.450 mmol), and EDC (86 mg, 0.450 mmol). The final product was collected as 89 mg (89%). LCMS E-S (M+H)=446.5. 1H NMR (400 MHz, DMSO-... The reactants are [Al+3], CCOC(=O)C(c1cccc2c(C)c(CC)oc12)N(CC)CC, [H-], [H-], [H-], [H-], [Li+], [Na+], C1CCOC1, [OH-], O. Product: CCc1oc2c(C(CO)N(CC)CC)cccc2c1C. RXN SMILES: [Al+3:2].[CH2:7]([CH3:8])[c:9]1[o:10][c:11]2[c:12]([c:13]1[CH3:14])[cH:15][cH:16][cH:17][c:18]2[CH:19]([C:20](=[O:21])[O:22][CH2:23][CH3:24])[N:25]([CH2:26][CH3:27])[CH2:28][CH3:29].[H-:1].[H-:4].[H-:5].[H-:6].[Li+:3].[Na+:32].[O:33]1[CH2:34][CH2:35][CH2:36][CH2:37]1.[OH-:31].[OH2:30]>>[CH2:7]([CH3:8])[c:9]1[o:10][c:11]2[c:12]([c:13]1[CH3:14])[cH:15][cH:16][cH:17][c:18]2[CH:19]([CH2:20][OH:21])[N:25]([CH2:26][CH3:27])[CH2:28][CH3:29].